This data is from the Open Reaction Database (ORD), a public repository of structured organic reaction records. The task is: describe an organic reaction: reactants, conditions, products, and yield Reactants: C1(CCCCC1)N1N(C(=C(C1=O)NC(=O)C1=NOC(=C1C)[C@@H]1OCC(=CC1)C)C)C ((R)—N-(2-cyclohexyl-1,5-dimethyl-3-oxo-2,3-dihydro-1H-pyrazol-4-yl)-4-methyl-5-(5-methyl-3,6-dihydro-2H-pyran-2-yl)isoxazole-3-carboxamide), C1(CCCCC1)N1N(C(=C(C1=O)NC(=O)C1=NOC(=C1C)[C@H]1OCC(=CC1)C)C)C ((S)—N-(2-cyclohexyl-1,5-dimethyl-3-oxo-2,3-dihydro-1H-pyrazol-4-yl)-4-methyl-5-(5-methyl-3,6-dihydro-2H-pyran-2-yl)isoxazole-3-carboxamide). The reagents and catalysts are [Pd] (Pd—C). Run in CCO (EtOH). Conditions: time 2 hour. Product: C1(CCCCC1)N1N(C(=C(C1=O)NC(=O)C1=NOC(=C1C)[C@@H]1OC[C@@H](CC1)C)C)C (N-(2-cyclohexyl-1,5-dimethyl-3-oxo-2,3-dihydro-1H-pyrazol-4-yl)-4-methyl-5-((2R,5R)-5-methyltetrahydro-2H-pyran-2-yl)isoxazole-3-carboxamide). RXN SMILES: [CH:1]1([N:7]2[C:11](=[O:12])[C:10]([NH:13][C:14]([C:16]3[C:20]([CH3:21])=[C:19]([C@H:22]4[CH2:27][CH:26]=[C:25]([CH3:28])[CH2:24][O:23]4)[O:18][N:17]=3)=[O:15])=[C:9]([CH3:29])[N:8]2[CH3:30])[CH2:6][CH2:5][CH2:4][CH2:3][CH2:2]1.C1(N2C(=O)C(NC(C3C(C)=C([C@@H]4CC=C(C)CO4)ON=3)=O)=C(C)N2C)CCCCC1>CCO.[Pd]>[CH:1]1([N:7]2[C:11](=[O:12])[C:10]([NH:13][C:14]([C:16]3[C:20]([CH3:21])=[C:19]([C@H:22]4[CH2:27][CH2:26][C@@H:25]([CH3:28])[CH2:24][O:23]4)[O:18][N:17]=3)=[O:15])=[C:9]([CH3:29])[N:8]2[CH3:30])[CH2:2][CH2:3][CH2:4][CH2:5][CH2:6]1. Reported procedure: To a mixture of (R)—N-(2-cyclohexyl-1,5-dimethyl-3-oxo-2,3-dihydro-1H-pyrazol-4-yl)-4-methyl-5-(5-methyl-3,6-dihydro-2H-pyran-2-yl)isoxazole-3-carboxamide compound and (S)—N-(2-cyclohexyl-1,5-dimethyl-3-oxo-2,3-dihydro-1H-pyrazol-4-yl)-4-methyl-5-(5-methyl-3,6-dihydro-2H-pyran-2-yl)isoxazole-3-carboxamide (1:1) (Example 21.2) (35 mg, 0.084 mmol) in EtOH (15 mL) under a flow of nitrogen was added Pd—C (3.59 mg, 0.034 mmol). The reaction mixture was stirred at room temperature under an atmosphere ... Reactants: Cl (HCl), CC1(OC[C@H](O1)CN1C=C2N(C(N(C(C2=C1C1=CC(=CC=C1)F)=O)C)=O)C)C ((R)-6-((2,2-Dimethyl-1,3-dioxolan-4-yl)methyl)-5-(3-fluorophenyl)-1,3-dimethyl-1H-pyrrolo[3,4-d]pyrimidine-2,4(3H,6H)-dione), O (water). Run in C(C)#N (acetonitrile). Run at time 30 minute. The product is O[C@H](CN1C=C2N(C(N(C(C2=C1C1=CC(=CC=C1)F)=O)C)=O)C)CO ((R)-6-(2,3-Dihydroxypropyl)-5-(3-fluorophenyl)-1,3-dimethyl-1H-pyrrolo[3,4-d]pyrimidine-2,4(3H,6H)-dione). Reaction SMILES: Cl.CC1(C)[O:7][C@H:6]([CH2:8][N:9]2[C:17]([C:18]3[CH:23]=[CH:22][CH:21]=[C:20]([F:24])[CH:19]=3)=[C:16]3[C:11]([N:12]([CH3:28])[C:13](=[O:27])[N:14]([CH3:26])[C:15]3=[O:25])=[CH:10]2)[CH2:5][O:4]1.O>C(#N)C>[OH:7][C@@H:6]([CH2:5][OH:4])[CH2:8][N:9]1[C:17]([C:18]2[CH:23]=[CH:22][CH:21]=[C:20]([F:24])[CH:19]=2)=[C:16]2[C:11]([N:12]([CH3:28])[C:13](=[O:27])[N:14]([CH3:26])[C:15]2=[O:25])=[CH:10]1. Reported procedure: HCl (2 M in diethyl ether) (92 ml, 185 mmol) was added dropwise to a solution of (R)-6-((2,2-dimethyl-1,3-dioxolan-4-yl)methyl)-5-(3-fluorophenyl)-1,3-dimethyl-1H-pyrrolo[3,4-d]pyrimidine-2,4(3H,6H)-dione (step 1) (7.15 g, 18.46 mmol) and water (6.65 g, 369 mmol) in acetonitrile (35.1 mL). The mixture was stirred at room temperature for 30 minutes. Evaporation of the reaction mixture under vacuum afforded the title compound. The reactants are ClC(=C(C)C)N(C)C (1-Chloro-N,N,2-trimethyl-1-propenylamine), N1(CCC1)C(=O)C1=CC=C(C=N1)OC=1C=C(C(=O)O)C=C(C1)O[C@@H]1COCC1 (3-{[6-(azetidin-1-ylcarbonyl)pyridin-3-yl]oxy}-5-[(3S)-tetrahydrofuran-3-yloxy]benzoic acid), NC1=NC=CN=C1 (2-Aminopyrazine), N1=CC=CC=C1 (pyridine). Solvent: C(Cl)Cl (DCM). Reaction conditions: time 35 minute. The product is N1(CCC1)C(=O)C1=CC=C(C=N1)OC=1C=C(C(=O)NC2=NC=CN=C2)C=C(C1)O[C@@H]1COCC1 (3-{[6-(Azetidin-1-ylcarbonyl)pyridin-3-yl]oxy}-N-pyrazin-2-yl-5-[(3S)-tetrahydrofuran-3-yloxy]benzamide). Isolated yield 23.7%. Reaction SMILES: ClC(N(C)C)=C(C)C.[N:9]1([C:13]([C:15]2[N:20]=[CH:19][C:18]([O:21][C:22]3[CH:23]=[C:24]([CH:28]=[C:29]([O:31][C@H:32]4[CH2:36][CH2:35][O:34][CH2:33]4)[CH:30]=3)[C:25]([OH:27])=O)=[CH:17][CH:16]=2)=[O:14])[CH2:12][CH2:11][CH2:10]1.[NH2:37][C:38]1[CH:43]=[N:42][CH:41]=[CH:40][N:39]=1.N1C=CC=CC=1>C(Cl)Cl>[N:9]1([C:13]([C:15]2[N:20]=[CH:19][C:18]([O:21][C:22]3[CH:23]=[C:24]([CH:28]=[C:29]([O:31][C@H:32]4[CH2:36][CH2:35][O:34][CH2:33]4)[CH:30]=3)[C:25]([NH:37][C:38]3[CH:43]=[N:42][CH:41]=[CH:40][N:39]=3)=[O:27])=[CH:17][CH:16]=2)=[O:14])[CH2:12][CH2:11][CH2:10]1. Procedure details: 1-Chloro-N,N,2-trimethyl-1-propenylamine (0.095 mL, 0.75 mmol) was added to a solution of 3-{[6-(azetidin-1-ylcarbonyl)pyridin-3-yl]oxy}-5-[(3S)-tetrahydrofuran-3-yloxy]benzoic acid (250 mg, 0.65 mmol) in DCM (6 mL) and stirred at RT for 30-40 minutes. 2-Aminopyrazine (125 mg, 1.31 mmol) and pyridine (0.106 mL, 1.31 mmol) were added and the reaction stirred at RT for 2 hours. The solvent was removed in vacuo, water (20 mL) was added and the mixture was extracted with ethyl acetate (3×20 mL). The...